From a dataset of the Open Reaction Database (ORD), a public repository of structured organic reaction records. describe an organic reaction: reactants, conditions, products, and yield Reactants: O=C([O-])[O-], COC(=O)COc1ccc(CBr)cc1, CC(C)=O, Oc1ncccc1-c1nc2cc(F)c(F)cc2n1CC1CCCCC1, [Cs+], [Cs+]. The product is COC(=O)COc1ccc(COc2ncccc2-c2nc3cc(F)c(F)cc3n2CC2CCCCC2)cc1. As a reaction SMILES: [C:26](=[O:27])([O-:28])[O-:29].[CH3:32][O:33][C:34]([CH2:35][O:36][c:37]1[cH:38][cH:39][c:40]([CH2:43][Br:44])[cH:41][cH:42]1)=[O:45].[CH3:46][C:47](=[O:48])[CH3:49].[CH:1]1([CH2:7][n:8]2[c:9](-[c:19]3[c:20]([OH:25])[n:21][cH:22][cH:23][cH:24]3)[n:10][c:11]3[c:12]2[cH:13][c:14]([F:18])[c:15]([F:17])[cH:16]3)[CH2:2][CH2:3][CH2:4][CH2:5][CH2:6]1.[Cs+:30].[Cs+:31]>>[CH:1]1([CH2:7][n:8]2[c:9](-[c:19]3[c:20]([O:25][CH2:43][c:40]4[cH:39][cH:38][c:37]([O:36][CH2:35][C:34]([O:33][CH3:32])=[O:45])[cH:42][cH:41]4)[n:21][cH:22][cH:23][cH:24]3)[n:10][c:11]3[c:12]2[cH:13][c:14]([F:18])[c:15]([F:17])[cH:16]3)[CH2:2][CH2:3][CH2:4][CH2:5][CH2:6]1. Starting materials: CC(C)(C)[Si](OCC1C(F)CC2OC(=O)CC21)(c1ccccc1)c1ccccc1, O=C([O-])C(O)C(O)C(=O)[O-], CC(C)C[Al+]CC(C)C, CO, Cc1ccccc1, CCOC(C)=O, [H-], [K+], [Na+]. Yields the product CC(C)(C)[Si](OCC1C(F)CC2OC(O)CC21)(c1ccccc1)c1ccccc1. Reaction SMILES: [C:1]([CH3:2])([CH3:3])([CH3:4])[Si:5]([O:6][CH2:7][CH:8]1[CH:9]([F:17])[CH2:10][CH:11]2[O:12][C:13](=[O:16])[CH2:14][CH:15]12)([c:18]1[cH:19][cH:20][cH:21][cH:22][cH:23]1)[c:24]1[cH:25][cH:26][cH:27][cH:28][cH:29]1.[C:42]([O-:43])(=[O:44])[CH:45]([CH:46]([C:47]([O-:48])=[O:49])[OH:50])[OH:51].[CH2:31]([Al+:32][CH2:33][CH:34]([CH3:35])[CH3:36])[CH:37]([CH3:38])[CH3:39].[CH3:40][OH:41].[CH3:54][c:55]1[cH:56][cH:57][cH:58][cH:59][cH:60]1.[CH3:61][CH2:62][O:63][C:64](=[O:65])[CH3:66].[H-:30].[K+:52].[Na+:53]>>[C:1]([CH3:2])([CH3:3])([CH3:4])[Si:5]([O:6][CH2:7][CH:8]1[CH:9]([F:17])[CH2:10][CH:11]2[O:12][CH:13]([OH:16])[CH2:14][CH:15]12)([c:18]1[cH:19][cH:20][cH:21][cH:22][cH:23]1)[c:24]1[cH:25][cH:26][cH:27][cH:28][cH:29]1. Reactants: NC1=C(SC2=NC(=CC(=C21)C)C)C#N (3-amino-2-cyano-4,6-dimethylthieno[2,3-b]pyridine), NC1=C(SC2=NC(=CC=C21)C2=CC=CC=C2)C#N (3-amino-2-cyano-6-phenylthieno[2,3-b]pyridine). The product is CC=1C=C(C2=C(SC3=C2N=NN=C3)N1)C (7,9-dimethylpyrido-[3',2':4,5]thieno[3,2-d]-1,2,3-triazine), C1(=CC=CC=C1)C=1C=CC2=C(SC3=C2N=NN=C3)N1 (7-phenylpyrido-[3',2':4,5]thieno[3,2-d]-1,2,3-triazine). RXN SMILES: [NH2:1][C:2]1[C:10]2[C:5](=[N:6][C:7]([CH3:12])=[CH:8][C:9]=2[CH3:11])[S:4][C:3]=1[C:13]#[N:14].[NH2:15][C:16]1[C:24]2[C:19](=[N:20][C:21]([C:25]3[CH:30]=[CH:29][CH:28]=[CH:27][CH:26]=3)=[CH:22][CH:23]=2)[S:18][C:17]=1[C:31]#[N:32]>>[CH3:12][C:7]1[CH:8]=[C:9]([CH3:11])[C:10]2[C:2]3[N:1]=[N:15][N:14]=[CH:13][C:3]=3[S:4][C:5]=2[N:6]=1.[C:25]1([C:21]2[CH:22]=[CH:23][C:24]3[C:16]4[N:15]=[N:1][N:32]=[CH:31][C:17]=4[S:18][C:19]=3[N:20]=2)[CH:30]=[CH:29][CH:28]=[CH:27][CH:26]=1. Reported procedure: In the same way as described in EXAMPLES 5, 6 and 11, 3-amino-2-cyano-4,6-dimethylthieno[2,3-b]pyridine and 3-amino-2-cyano-6-phenylthieno[2,3-b]pyridine give 7,9-dimethylpyrido-[3',2':4,5]thieno[3,2-d]-1,2,3-triazine and 7-phenylpyrido-[3',2':4,5]thieno[3,2-d]-1,2,3-triazine, respectively. Starting materials: Cc1ccccc1, CC(C)Oc1ccc(CO)cc1C#N, O=S(Cl)Cl. Product: CC(C)Oc1ccc(CCl)cc1C#N. RXN SMILES: [CH3:19][c:20]1[cH:21][cH:22][cH:23][cH:24][cH:25]1.[OH:1][CH2:2][c:3]1[cH:4][cH:5][c:6]([O:11][CH:12]([CH3:13])[CH3:14])[c:7]([C:8]#[N:9])[cH:10]1.[S:15]([Cl:16])([Cl:17])=[O:18]>>[CH2:2]([c:3]1[cH:4][cH:5][c:6]([O:11][CH:12]([CH3:13])[CH3:14])[c:7]([C:8]#[N:9])[cH:10]1)[Cl:17]. Reactants: O=C([O-])[O-], COC(=O)c1cc(-c2nnn[nH]2)ccc1OC, CC(C)=O, [K+], [K+]. The product is COC(=O)c1cc(-c2nnn(C)n2)ccc1OC. As a reaction SMILES: [C:18](=[O:19])([O-:20])[O-:21].[CH3:1][O:2][c:3]1[c:4]([C:5](=[O:6])[O:7][CH3:8])[cH:9][c:10](-[c:13]2[n:14][n:15][n:16][nH:17]2)[cH:11][cH:12]1.[CH3:24][C:25](=[O:26])[CH3:27].[K+:22].[K+:23]>>[CH3:1][O:2][c:3]1[c:4]([C:5](=[O:6])[O:7][CH3:8])[cH:9][c:10](-[c:13]2[n:14][n:15][n:16]([CH3:18])[n:17]2)[cH:11][cH:12]1. Product: CC(C)(O)CNc1ccc(S(=O)(=O)Oc2ccc3nc(NC(=O)C4CC4)sc3c2)cc1. As a reaction SMILES: [CH3:33][N:34]1[CH2:35][CH2:36][CH2:37][C:38]1=[O:39].[CH:1]1([C:4](=[O:5])[NH:6][c:7]2[s:8][c:9]3[c:10]([n:11]2)[cH:12][cH:13][c:14]([O:16][S:17](=[O:18])(=[O:19])[c:20]2[cH:21][cH:22][c:23]([F:26])[cH:24][cH:25]2)[cH:15]3)[CH2:2][CH2:3]1.[NH2:27][CH2:28][C:29]([CH3:30])([OH:31])[CH3:32]>>[CH:1]1([C:4](=[O:5])[NH:6][c:7]2[s:8][c:9]3[c:10]([n:11]2)[cH:12][cH:13][c:14]([O:16][S:17](=[O:18])(=[O:19])[c:20]2[cH:21][cH:22][c:23]([NH:27][CH2:28][C:29]([CH3:30])([OH:31])[CH3:32])[cH:24][cH:25]2)[cH:15]3)[CH2:2][CH2:3]1. Reactants: CN1CCCC1=O, O=C(Nc1nc2ccc(OS(=O)(=O)c3ccc(F)cc3)cc2s1)C1CC1, CC(C)(O)CN. The reactants are CCOC(=O)CCc1cn(Cc2ccc(OCc3nc(-c4ccccc4)oc3C)cn2)nc1-c1ccccc1, CCO, Cl, [Na+], C1CCOC1, [OH-]. The product is Cc1oc(-c2ccccc2)nc1COc1ccc(Cn2cc(CCC(=O)O)c(-c3ccccc3)n2)nc1. Reaction SMILES: [CH3:1][c:2]1[c:3]([CH2:13][O:14][c:15]2[cH:16][cH:17][c:18]([CH2:21][n:22]3[n:23][c:24](-[c:34]4[cH:35][cH:36][cH:37][cH:38][cH:39]4)[c:25]([CH2:27][CH2:28][C:29](=[O:30])[O:31][CH2:32][CH3:33])[cH:26]3)[n:19][cH:20]2)[n:4][c:5](-[c:7]2[cH:8][cH:9][cH:10][cH:11][cH:12]2)[o:6]1.[CH3:48][CH2:49][OH:50].[ClH:47].[Na+:41].[O:42]1[CH2:43][CH2:44][CH2:45][CH2:46]1.[OH-:40]>>[CH3:1][c:2]1[c:3]([CH2:13][O:14][c:15]2[cH:16][cH:17][c:18]([CH2:21][n:22]3[n:23][c:24](-[c:34]4[cH:35][cH:36][cH:37][cH:38][cH:39]4)[c:25]([CH2:27][CH2:28][C:29](=[O:30])[OH:31])[cH:26]3)[n:19][cH:20]2)[n:4][c:5](-[c:7]2[cH:8][cH:9][cH:10][cH:11][cH:12]2)[o:6]1. Starting materials: OC(CCCCC)C1C(N(C(O1)=O)CCCCOC=1C=2N(C=CC1)C=CN2)=O (5-(1-hydroxyhexyl)-3-[4-(imidazo[1,2-a]pyridin-8-yloxy)butyl]oxazolidine-2,4-dione). Run in N1=CC=CC=C1 (pyridine), C(C)(=O)OC(C)=O (acetic anhydride), ClCCl (dichloromethane). Run at time 2 hour. The product is C(CCCCC)=C1C(N(C(O1)=O)CCCCOC=1C=2N(C=CC1)C=CN2)=O (5-hexylidene-3-[4-(imidazo[1,2-a]pyridin-8-yloxy)butyl]oxazolidine-2,4-dione). Reaction SMILES: O[CH:2]([CH:8]1[O:12][C:11](=[O:13])[N:10]([CH2:14][CH2:15][CH2:16][CH2:17][O:18][C:19]2[C:20]3[N:21]([CH:25]=[CH:26][N:27]=3)[CH:22]=[CH:23][CH:24]=2)[C:9]1=[O:28])[CH2:3][CH2:4][CH2:5][CH2:6][CH3:7]>N1C=CC=CC=1.C(OC(=O)C)(=O)C.ClCCl>[CH:2](=[C:8]1[O:12][C:11](=[O:13])[N:10]([CH2:14][CH2:15][CH2:16][CH2:17][O:18][C:19]2[C:20]3[N:21]([CH:25]=[CH:26][N:27]=3)[CH:22]=[CH:23][CH:24]=2)[C:9]1=[O:28])[CH2:3][CH2:4][CH2:5][CH2:6][CH3:7]. Procedure details: To a solution of 386 mg (0.99 mmol) of 5-(1-hydroxyhexyl)-3-[4-(imidazo[1,2-a]pyridin-8-yloxy)butyl]oxazolidine-2,4-dione in 8 ml of pyridine, 4 ml of acetic anhydride was added, followed by stirring at room temperature for 2 hours and then at 90° C. for 21 hours. The mixture was dissolved in dichloromethane, washed with saturated aqueous sodium hydrogen carbonate and dried, after which the solvent was distilled off. The residue was purified by column chromatography (eluent, ethyl acetate/hexane...